This data is from the Open Reaction Database (ORD), a public repository of structured organic reaction records. The task is: describe an organic reaction: reactants, conditions, products, and yield Starting materials: NC=1OC2=C3C(=CC=C2C(C1C#N)C1=CC(=C(C(=C1)OC)OC)Br)C(=CC=C3)N (2,7-Diamino-4-(3-bromo-4,5-dimethoxy-phenyl)-4H-benzo[h]chromene-3-carbonitrile), C([O-])([O-])=O.[K+].[K+] (potassium carbonate), IC (iodomethane). Solvent: C(C)#N (acetonitril), O (water). Reaction conditions: time 1 hour. The product is NC=1OC2=C3C(=CC=C2C(C1C#N)C1=CC(=C(C(=C1)OC)OC)Br)C(=CC=C3)NC (2-Amino-4-(3-bromo-4,5-dimethoxy-phenyl)-7-methylamino-4H-benzo[h]chromene-3-carbonitrile). Isolated yield 90.1%. As a reaction SMILES: [NH2:1][C:2]1[O:3][C:4]2[C:9]([CH:10]([C:14]3[CH:19]=[C:18]([O:20][CH3:21])[C:17]([O:22][CH3:23])=[C:16]([Br:24])[CH:15]=3)[C:11]=1[C:12]#[N:13])=[CH:8][CH:7]=[C:6]1[C:25]([NH2:29])=[CH:26][CH:27]=[CH:28][C:5]=21.[C:30](=O)([O-])[O-].[K+].[K+].IC>C(#N)C.O>[NH2:1][C:2]1[O:3][C:4]2[C:9]([CH:10]([C:14]3[CH:19]=[C:18]([O:20][CH3:21])[C:17]([O:22][CH3:23])=[C:16]([Br:24])[CH:15]=3)[C:11]=1[C:12]#[N:13])=[CH:8][CH:7]=[C:6]1[C:25]([NH:29][CH3:30])=[CH:26][CH:27]=[CH:28][C:5]=21 |f:1.2.3|. Reported procedure: 2,7-Diamino-4-(3-bromo-4,5-dimethoxy-phenyl)-4H-benzo[h]chromene-3-carbonitrile (10) (45 mg, 0.1 mmol) and potassium carbonate (14 mg, 0.1 mmol) were taken in dry acetonitril (5 ml) at room temperature, stirred for 1 h, charged with iodomethane (15.6 mg, 0.11 mmol) and stirred further at room temperature under LC-MS control. The reaction mixture was diluted with water (10 ml) under stirring, stirred further at room temperature for 2 h, the precipitates were collected by filtration, washed with w... Starting materials: CCC(C)=O, Cc1ccc(NC(=O)CC2CCC(c3ccccc3)(N(C)C)CC2)cc1, C[Si](C)(C)Cl, O. Product: Cc1ccc(NC(=O)CC2CCC(c3ccccc3)(N(C)C)CC2)cc1, Cl. As a reaction SMILES: [CH3:33][C:34]([CH2:35][CH3:36])=[O:37].[CH3:7][N:8]([C:9]1([c:26]2[cH:27][cH:28][cH:29][cH:30][cH:31]2)[CH2:10][CH2:11][CH:12]([CH2:15][C:16](=[O:17])[NH:18][c:19]2[cH:20][cH:21][c:22]([CH3:25])[cH:23][cH:24]2)[CH2:13][CH2:14]1)[CH3:32].[Cl:1][Si:2]([CH3:3])([CH3:4])[CH3:5].[OH2:6]>>[CH3:7][N:8]([C:9]1([c:26]2[cH:27][cH:28][cH:29][cH:30][cH:31]2)[CH2:10][CH2:11][CH:12]([CH2:15][C:16](=[O:17])[NH:18][c:19]2[cH:20][cH:21][c:22]([CH3:25])[cH:23][cH:24]2)[CH2:13][CH2:14]1)[CH3:32].[ClH:1]. The reactants are ClCCCN1S(C=2C3=C1C=CC=C3C=CC2)(=O)=O (2-(3-chloropropyl)naphtho[1,8-cd]isothiazole 1,1-dioxide), C([O-])(O)=O.[Na+] (sodium bicarbonate), OC=1C=C2C(=CNC2=CC1)C=1CCNCC1 (4-(5-hydroxy-3-indolyl)-1,2,3,6-tetrahydropyridine). The solvent is CN(C=O)C (dimethylformamide), O1CCCC1 (tetrahydrofuran). Reaction conditions: temperature 20 celsius. Product: OC=1C=C2C(=CNC2=CC1)C=1CCN(CC1)CCCN1S(C=2C3=C1C=CC=C3C=CC2)(=O)=O (2-(3-[4-(5-hydroxy 3-indolyl)-1,2,3,6-tetrahydro-1-pyridyl]propyl)naphtho[1,8-cd]isothiazole 1,1-dioxide). As a reaction SMILES: Cl[CH2:2][CH2:3][CH2:4][N:5]1[C:9]2[CH:10]=[CH:11][CH:12]=[C:13]3[CH:14]=[CH:15][CH:16]=[C:7]([C:8]=23)[S:6]1(=[O:18])=[O:17].C(=O)(O)[O-].[Na+].[OH:24][C:25]1[CH:26]=[C:27]2[C:31](=[CH:32][CH:33]=1)[NH:30][CH:29]=[C:28]2[C:34]1[CH2:35][CH2:36][NH:37][CH2:38][CH:39]=1>CN(C)C=O.O1CCCC1>[OH:24][C:25]1[CH:26]=[C:27]2[C:31](=[CH:32][CH:33]=1)[NH:30][CH:29]=[C:28]2[C:34]1[CH2:35][CH2:36][N:37]([CH2:2][CH2:3][CH2:4][N:5]2[C:9]3[CH:10]=[CH:11][CH:12]=[C:13]4[CH:14]=[CH:15][CH:16]=[C:7]([C:8]=34)[S:6]2(=[O:18])=[O:17])[CH2:38][CH:39]=1 |f:1.2|. Procedure details: The experiment is carried out as in Example 1, starting with 2-(3-chloropropyl)naphtho[1,8-cd]isothiazole 1,1-dioxide (7 g), sodium bicarbonate (4.2 g) and 4-(5-hydroxy-3-indolyl)-1,2,3,6-tetrahydropyridine (5.3 g) in dimethylformamide (50 cc) and tetrahydrofuran (50 cc). The mixture is heated for 5 hours at boiling point, then cooled to a temperature of about 20° C. Stirring is maintained for 7 hours at this temperature. After purification by crystallization from water (100 cc), then recrystall... The reactants are CC1(C=2C=CC(=CC2C(CC1)(C)C)C(C)=O)C (5,5,8,8-tetramethyl-2-acetyl-5,6,7,8-tetrahydronaphthalene), Cl[O-].[Na+] (sodium hypochlorite), [OH-].[Na+] (NaOH). Solvent: O1CCOCC1 (dioxane). The product is CC1(C=2C=CC(=CC2C(CC1)(C)C)C(=O)O)C (5,5,8,8-Tetramethyl-5,6,7,8-tetrahydro-2-naphthoic acid). RXN SMILES: [CH3:1][C:2]1([CH3:17])[CH2:11][CH2:10][C:9]([CH3:13])([CH3:12])[C:8]2[CH:7]=[C:6]([C:14](=[O:16])C)[CH:5]=[CH:4][C:3]1=2.Cl[O-].[Na+].[OH-:21].[Na+]>O1CCOCC1>[CH3:1][C:2]1([CH3:17])[CH2:11][CH2:10][C:9]([CH3:12])([CH3:13])[C:8]2[CH:7]=[C:6]([C:14]([OH:16])=[O:21])[CH:5]=[CH:4][C:3]1=2 |f:1.2,3.4|. Procedure details: A mixture of 3.8 g (16.5 mmol) of 5,5,8,8-tetramethyl-2-acetyl-5,6,7,8-tetrahydronaphthalene from the preceeding Example 3, 70 ml of 5.25% aqueous sodium hypochlorite (49 mmol), 25 ml of aqueous 2N NaOH and 30 ml of dioxane was heated at 60°-70° C. for 2 hours. The mixture was allowed to cool and the oily organic layer removed. Then the aqueous layer was washed with two portions of ether. The aqueous layer was then treated with sodium metabisulfite solution until the solution was negative to the... Starting materials: CN1C(=O)C2(CCC2)CN(C2CCCC2)c2nc(Cl)ncc21, O=C(O)C(F)(F)F, COc1cc(C(=O)NC2CCC(N3CCN(CC4CC4)CC3)CC2)ccc1N. Yields the product COc1cc(C(=O)NC2CCC(N3CCN(CC4CC4)CC3)CC2)ccc1Nc1ncc2c(n1)N(C1CCCC1)CC1(CCC1)C(=O)N2C. RXN SMILES: [Cl:1][c:2]1[n:3][cH:4][c:5]2[c:6]([n:22]1)[N:7]([CH:17]1[CH2:18][CH2:19][CH2:20][CH2:21]1)[CH2:8][C:9]1([CH2:10][CH2:11][CH2:12]1)[C:13](=[O:16])[N:14]2[CH3:15].[F:51][C:52]([F:53])([F:54])[C:55]([OH:56])=[O:57].[NH2:23][c:24]1[c:25]([O:49][CH3:50])[cH:26][c:27]([C:28](=[O:29])[NH:30][CH:31]2[CH2:32][CH2:33][CH:34]([N:37]3[CH2:38][CH2:39][N:40]([CH2:43][CH:44]4[CH2:45][CH2:46]4)[CH2:41][CH2:42]3)[CH2:35][CH2:36]2)[cH:47][cH:48]1>>[c:2]1([NH:23][c:24]2[c:25]([O:49][CH3:50])[cH:26][c:27]([C:28](=[O:29])[NH:30][CH:31]3[CH2:32][CH2:33][CH:34]([N:37]4[CH2:38][CH2:39][N:40]([CH2:43][CH:44]5[CH2:45][CH2:46]5)[CH2:41][CH2:42]4)[CH2:35][CH2:36]3)[cH:47][cH:48]2)[n:3][cH:4][c:5]2[c:6]([n:22]1)[N:7]([CH:17]1[CH2:18][CH2:19][CH2:20][CH2:21]1)[CH2:8][C:9]1([CH2:10][CH2:11][CH2:12]1)[C:13](=[O:16])[N:14]2[CH3:15]. The reactants are CC(C)O, CCOCC, Cl, COC(=O)Cc1ccc(F)c([N+](=O)[O-])c1, [Fe], O. Yields the product COC(=O)Cc1ccc(F)c(N)c1. RXN SMILES: [CH3:17][CH:18]([OH:19])[CH3:20].[CH3:22][CH2:23][O:24][CH2:25][CH3:26].[ClH:16].[F:1][c:2]1[c:3]([N+:13]([O-:14])=[O:15])[cH:4][c:5]([CH2:8][C:9](=[O:10])[O:11][CH3:12])[cH:6][cH:7]1.[Fe:27].[OH2:21]>>[F:1][c:2]1[c:3]([NH2:13])[cH:4][c:5]([CH2:8][C:9](=[O:10])[O:11][CH3:12])[cH:6][cH:7]1. RXN SMILES: [CH3:12][OH:13].[CH3:1][NH2:2].[F:3][C:4]([C:5](=[O:6])[O:7][CH3:8])([CH2:9][OH:10])[F:11]>>[CH3:1][NH:2][C:5]([C:4]([F:3])([CH2:9][OH:10])[F:11])=[O:6]. The product is CNC(=O)C(F)(F)CO. Reactants: CO, CN, COC(=O)C(F)(F)CO.